From a dataset of the Open Reaction Database (ORD), a public repository of structured organic reaction records. describe an organic reaction: reactants, conditions, products, and yield Starting materials: 3-methyl-thio-4-heptanone, C(C=CC)SC(C(C)C)C(CC(C)C)=O (3-crotylthio-2,6-dimethyl-4-heptanone), C(C=C)SC(C(C)C)C(CC(C)C)=O (3-allylthio-2,6-dimethyl-4-heptanone), 3-propyl-thio-4-heptanone, C(C(C)=C)SC(C(C)C)C(CC(C)C)=O (3-(methallylthio)-2,6-dimethyl-4-heptanone). Yields the product C(C)C(C(=O)CCC)SC(C(=O)CC(C)C)C(C)C ((1,3-diethylacetonyl)(1,3-diisopropylacetonyl)sulfide). As a reaction SMILES: C(S[CH:6]([C:10](=[O:15])CC(C)C)[CH:7](C)[CH3:8])C(=C)C.C(SC(C(=O)CC(C)C)C(C)C)C=CC.[CH2:31]([S:34][CH:35]([C:39](=[O:44])[CH2:40][CH:41]([CH3:43])[CH3:42])[CH:36]([CH3:38])[CH3:37])[CH:32]=[CH2:33]>>[CH2:32]([CH:31]([S:34][CH:35]([CH:36]([CH3:38])[CH3:37])[C:39]([CH2:40][CH:41]([CH3:43])[CH3:42])=[O:44])[C:10]([CH2:6][CH2:7][CH3:8])=[O:15])[CH3:33]. Procedure details: 3-methyl-thio-4-heptanone; 3-propyl-thio-4-heptanone; 3-(methallylthio)-2,6-dimethyl-4-heptanone; 3-crotylthio-2,6-dimethyl-4-heptanone; and 3-allylthio-2,6-dimethyl-4-heptanone. The reactants are BrC=1C(N(C=C(C1)Br)C)=O (3,5-dibromo-1-methylpyridin-2(1H)-one), NC1=CC=CC(=N1)O (6-aminopyridin-2-ol), C(=O)([O-])[O-].[Cs+].[Cs+] (Cs2CO3). The reagents and catalysts are C=1C=CC(=CC1)/C=C/C(=O)/C=C/C2=CC=CC=C2.C=1C=CC(=CC1)/C=C/C(=O)/C=C/C2=CC=CC=C2.C=1C=CC(=CC1)/C=C/C(=O)/C=C/C2=CC=CC=C2.[Pd].[Pd] (Pd2(dba)3), CC1(C2=C(C(=CC=C2)P(C3=CC=CC=C3)C4=CC=CC=C4)OC5=C(C=CC=C51)P(C6=CC=CC=C6)C7=CC=CC=C7)C (Xantphos). Run in CN(C)C=O (DMF). Reaction conditions: temperature 100 celsius, time 8 hour. Yields the product BrC=1C=C(C(N(C1)C)=O)NC1=NC(=CC=C1)O (5-Bromo-3-(6-hydroxypyridin-2-ylamino)-1-methylpyridin-2(1H)-one). Isolated yield 135.1%. As a reaction SMILES: Br[C:2]1[C:3](=[O:10])[N:4]([CH3:9])[CH:5]=[C:6]([Br:8])[CH:7]=1.[NH2:11][C:12]1[N:17]=[C:16]([OH:18])[CH:15]=[CH:14][CH:13]=1.C([O-])([O-])=O.[Cs+].[Cs+]>CN(C=O)C.C1C=CC(/C=C/C(/C=C/C2C=CC=CC=2)=O)=CC=1.C1C=CC(/C=C/C(/C=C/C2C=CC=CC=2)=O)=CC=1.C1C=CC(/C=C/C(/C=C/C2C=CC=CC=2)=O)=CC=1.[Pd].[Pd].CC1(C)C2C(=C(P(C3C=CC=CC=3)C3C=CC=CC=3)C=CC=2)OC2C(P(C3C=CC=CC=3)C3C=CC=CC=3)=CC=CC1=2>[Br:8][C:6]1[CH:7]=[C:2]([NH:11][C:12]2[CH:13]=[CH:14][CH:15]=[C:16]([OH:18])[N:17]=2)[C:3](=[O:10])[N:4]([CH3:9])[CH:5]=1 |f:2.3.4,6.7.8.9.10|. Reported procedure: A mixture of 3,5-dibromo-1-methylpyridin-2(1H)-one (2.67 g, 10.0 mmol), 6-aminopyridin-2-ol (1.1 g, 10.0 mmol), Pd2(dba)3 (460 mg, 0.5 mmol), Xantphos (576 mg, 1.0 mmol) and Cs2CO3 (6.52 g, 20.0 mmol) in DMF (40 mL) was stirred at 100° C. overnight. The mixture was concentrated and the residue was treated with DCM. The precipitate was collected by filtration and dried to give 5-bromo-3-(6-hydroxypyridin-2-ylamino)-1-methylpyridin-2(1H)-one 101a (4.0 g crude) as a brown solid.